Dataset: the Open Reaction Database (ORD), a public repository of structured organic reaction records. Task: describe an organic reaction: reactants, conditions, products, and yield The reactants are [C@@H]1([C@@H](CCCC1)N)N (Trans-1,2-cyclohexanediamine), FC1=CC=C(C=C1)I (4-fluoro-1-iodobenzene), C(C)(C)C1=C(C=C2C=NNC2=C1)O (6-Isopropyl-1H-indazol-5-ol), [O-]P(=O)([O-])[O-].[K+].[K+].[K+] (K3PO4). The reagents and catalysts are [Cu]I (CuI). Run in O1CCOCC1 (dioxane), CCOC(=O)C (EtOAc). The product is FC1=CC=C(C=C1)N1N=CC2=CC(=C(C=C12)C(C)C)O (1-(4-fluorophenyl)-6-isopropyl-1H-indazol-5-ol). Isolated yield 29.0%. RXN SMILES: [CH:1]([C:4]1[CH:12]=[C:11]2[C:7]([CH:8]=[N:9][NH:10]2)=[CH:6][C:5]=1[OH:13])([CH3:3])[CH3:2].[C@@H]1(N)CCCC[C@H]1N.[O-]P([O-])([O-])=O.[K+].[K+].[K+].[F:30][C:31]1[CH:36]=[CH:35][C:34](I)=[CH:33][CH:32]=1>O1CCOCC1.CCOC(C)=O.[Cu]I>[F:30][C:31]1[CH:36]=[CH:35][C:34]([N:10]2[C:11]3[C:7](=[CH:6][C:5]([OH:13])=[C:4]([CH:1]([CH3:3])[CH3:2])[CH:12]=3)[CH:8]=[N:9]2)=[CH:33][CH:32]=1 |f:2.3.4.5|. Procedure details: 6-Isopropyl-1H-indazol-5-ol was dissolved in 20 mL dry dioxane in a stainless steel pressure tube. Trans-1,2-cyclohexanediamine (0.35 mL, 2.88 mmol) was added followed by CuI (110 mg, 0.58 mmol) and then K3PO4 2.2 g, 10.4 mmol). After the addition of 4-fluoro-1-iodobenzene (0.7 mL, 6.0 mmol), the reactor was sealed and heated at 100 C for 24 h. The reactor was cooled and the contents were taken up in EtOAc, filtered through a SiO2 plug using EtOAc as the eluent and concentrated in vacuo. The cru... The product is C1(=CC=CC=C1)C1=NC=2N(CC1)N=C(C2C2=NC=CC=C2)N (5-Phenyl-3-pyridin-2-yl-6,7-dihydro-pyrazolo[1,5-a]pyrimidin-2-ylamine). Reactants: BrC=1C=NC=2N(C1)N=C(C2C2=NC=CC=C2)N (6-Bromo-3-pyridin-2-yl-pyrazolo[1,5-a]pyrimidin-2-ylamine), Cl.CN(CCC(=O)C1=CC=CC=C1)C (3-dimethylamino-1-phenyl-propan-1-one hydrochloride), O (water). Run at temperature 160 celsius. Procedure details: 6-Bromo-3-pyridin-2-yl-pyrazolo[1,5-a]pyrimidin-2-ylamine (0.52 g, 3.01 mmol) and 3-dimethylamino-1-phenyl-propan-1-one hydrochloride (0.64 g, 3.01 mmol) were suspended in dry DMF (10 mL). The mixture was heated at 160° C. for 3 hours with stirring. After allowing the reaction to cool down to room temperature, the mixture was poured into cold water. The resulting precipitate was filtered and dried to afford the title compound as a yellow solid (0.79 g, 93% yield). MS (ES+) 290. δH (DMSO-d6) 3.3 ... Solvent: CN(C)C=O (DMF). The yield is 90.7%. RXN SMILES: Br[C:2]1[CH:3]=[N:4][C:5]2[N:6]([N:8]=[C:9]([NH2:17])[C:10]=2[C:11]2[CH:16]=[CH:15][CH:14]=[CH:13][N:12]=2)[CH:7]=1.Cl.CN(C)CCC([C:25]1[CH:30]=[CH:29][CH:28]=[CH:27][CH:26]=1)=O.O>CN(C=O)C>[C:25]1([C:3]2[CH2:2][CH2:7][N:6]3[N:8]=[C:9]([NH2:17])[C:10]([C:11]4[CH:16]=[CH:15][CH:14]=[CH:13][N:12]=4)=[C:5]3[N:4]=2)[CH:30]=[CH:29][CH:28]=[CH:27][CH:26]=1 |f:1.2|. Reactants: CC(CN(C1=C(C=C(C=C1)C(F)(F)F)OCOC)S(=O)(=O)C1=CC=CC=C1)(O)C (1,1-dimethyl-2-[N-(2-methoxymethoxy-4-trifluoromethylphenyl)-phenylsulfonylamino]ethanol). Yields the product CC(CN(C1=C(C=C(C=C1)C(F)(F)F)O)S(=O)(=O)C1=CC=CC=C1)(O)C (1,1-dimethyl-2-[N-(2-hydroxy-4-trifluoromethylphenyl)-phenylsulfonylamino]ethanol). Procedure details: To a solution of 1,1-dimethyl-2-[N-(2-methoxymethoxy-4-trifluoromethylphenyl)-phenylsulfonylamino]ethanol (380 mg; prepared in Reference Example 22.) in THF (4.0 ml), 6N HCl (0.8 ml) was added. The mixture was stirred for 2 days at room temperature. The reaction mixture was diluted with ethyl acetate, washed, dried over and concentrated under the reduced pressure. The residue was purified on silica gel column chromatography (hexane:AcOEt=2:1) to give the title compound (291 mg) having the follow... Yield: 85.2%. Run in C1CCOC1 (THF), Cl (HCl), C(C)(=O)OCC (ethyl acetate). As a reaction SMILES: [CH3:1][C:2]([CH3:29])([OH:28])[CH2:3][N:4]([S:19]([C:22]1[CH:27]=[CH:26][CH:25]=[CH:24][CH:23]=1)(=[O:21])=[O:20])[C:5]1[CH:10]=[CH:9][C:8]([C:11]([F:14])([F:13])[F:12])=[CH:7][C:6]=1[O:15]COC>C1COCC1.Cl.C(OCC)(=O)C>[CH3:1][C:2]([CH3:29])([OH:28])[CH2:3][N:4]([S:19]([C:22]1[CH:23]=[CH:24][CH:25]=[CH:26][CH:27]=1)(=[O:20])=[O:21])[C:5]1[CH:10]=[CH:9][C:8]([C:11]([F:14])([F:12])[F:13])=[CH:7][C:6]=1[OH:15]. Conditions: time 2 day.